Dataset: the Open Reaction Database (ORD), a public repository of structured organic reaction records. Task: describe an organic reaction: reactants, conditions, products, and yield Starting materials: CI (methyliodide), FC(C(=O)O)(F)F (trifluoracetic acid), C(C)(C)(C)OC(NC=1C(=NC(=NC1)SC)OC1=CC=C(C=C1)F)=O.C(C)(C)(C)O (t-butanol [4-(4-fluoro-phenoxy)-2-methylsulfanyl-pyrimidin-5-yl]-carbamic acid tert.-butyl ester), FC(C=1C=C(C=C(C1)C(F)(F)F)C(C(=O)Cl)(C)C)(F)F (2-(3,5-bis-trifluormethyl-phenyl)-2-methyl-propionyl chloride). Product: FC(C=1C=C(C=C(C1)C(F)(F)F)C(C(=O)N(C)C=1C(=NC(=NC1)SC)OC1=CC=C(C=C1)F)(C)C)(F)F (2-(3,5-bis-trifluoromethyl-phenyl)-N-[4-(4-fluoro-phenoxy)-2-methylsulfanyl-pyrimidin-5-yl]-N-methyl-isobutyramide). As a reaction SMILES: CI.FC(F)(F)C(O)=O.C(O[C:15](=O)[NH:16][C:17]1[C:18]([O:25][C:26]2[CH:31]=[CH:30][C:29]([F:32])=[CH:28][CH:27]=2)=[N:19][C:20]([S:23][CH3:24])=[N:21][CH:22]=1)(C)(C)C.C(O)(C)(C)C.[F:39][C:40]([F:58])([F:57])[C:41]1[CH:42]=[C:43]([C:51]([CH3:56])([CH3:55])[C:52](Cl)=[O:53])[CH:44]=[C:45]([C:47]([F:50])([F:49])[F:48])[CH:46]=1>>[F:39][C:40]([F:58])([F:57])[C:41]1[CH:42]=[C:43]([C:51]([CH3:56])([CH3:55])[C:52]([N:16]([C:17]2[C:18]([O:25][C:26]3[CH:31]=[CH:30][C:29]([F:32])=[CH:28][CH:27]=3)=[N:19][C:20]([S:23][CH3:24])=[N:21][CH:22]=2)[CH3:15])=[O:53])[CH:44]=[C:45]([C:47]([F:50])([F:49])[F:48])[CH:46]=1 |f:2.3|. Procedure details: In an analougous manner to that described in Examle 46 a) there was obtained from 4-(4-fluoro-phenoxy)-2-methylsulfanyl-pyrimidine-5-carboxylic acid, diphenylphosporylazide and t-butanol [4-(4-fluoro-phenoxy)-2-methylsulfanyl-pyrimidin-5-yl]-carbamic acid tert.-butyl ester, which was methylated with methyliodide and than deprotected with trifluoracetic acid according to Example 43b)c). The resulting [4-(4-fluoro-phenoxy)-2-methylsulfanyl-pyrimidin-5-yl]-methyl-amine was treated with 2-(3,5-bis-t... Reactants: C=CCBr, CCC(C)=O, CNC(C)(C)CNC(=O)c1ccccc1, [I-], [Na+], [Na+], [Na+], O=C([O-])[O-]. Yields the product C=CCCNC(C)(C)CNC(=O)c1ccccc1. Reaction SMILES: [CH2:16]([CH:17]=[CH2:18])[Br:19].[CH2:28]([C:29]([CH3:30])=[O:31])[CH3:32].[CH3:1][NH:2][C:3]([CH2:4][NH:5][C:6]([c:7]1[cH:8][cH:9][cH:10][cH:11][cH:12]1)=[O:13])([CH3:14])[CH3:15].[I-:27].[Na+:20].[Na+:21].[Na+:26].[O-:22][C:23](=[O:24])[O-:25]>>[CH2:1]([NH:2][C:3]([CH2:4][NH:5][C:6]([c:7]1[cH:8][cH:9][cH:10][cH:11][cH:12]1)=[O:13])([CH3:14])[CH3:15])[CH2:18][CH:17]=[CH2:16]. Starting materials: ClCCCOC1=NNC2=NC=NC(=C21)NC2=CC(=C(C=C2)OCC2=NC=CC=C2)Cl (3-(3-chloropropoxy)-N-[3-chloro-4-(pyridin-2-ylmethoxy)phenyl]-1H-pyrazolo[3,4-d]pyrimidin-4-amine), N1CCOCC1 (morpholine). The product is ClC=1C=C(C=CC1OCC1=NC=CC=C1)NC1=C2C(=NC=N1)NN=C2OCCCN2CCOCC2 (N-[3-chloro-4-(pyridin-2-ylmethoxy)phenyl]-3-(3-morpholin-4-ylpropoxy)-1H-pyrazolo[3,4-d]pyrimidin-4-amine). Isolated yield 30.0%. As a reaction SMILES: Cl[CH2:2][CH2:3][CH2:4][O:5][C:6]1[C:14]2[C:9](=[N:10][CH:11]=[N:12][C:13]=2[NH:15][C:16]2[CH:21]=[CH:20][C:19]([O:22][CH2:23][C:24]3[CH:29]=[CH:28][CH:27]=[CH:26][N:25]=3)=[C:18]([Cl:30])[CH:17]=2)[NH:8][N:7]=1.[NH:31]1[CH2:36][CH2:35][O:34][CH2:33][CH2:32]1>>[Cl:30][C:18]1[CH:17]=[C:16]([NH:15][C:13]2[N:12]=[CH:11][N:10]=[C:9]3[NH:8][N:7]=[C:6]([O:5][CH2:4][CH2:3][CH2:2][N:31]4[CH2:36][CH2:35][O:34][CH2:33][CH2:32]4)[C:14]=23)[CH:21]=[CH:20][C:19]=1[O:22][CH2:23][C:24]1[CH:29]=[CH:28][CH:27]=[CH:26][N:25]=1. Procedure: The procedure described in Example 23 was repeated using 3-(3-chloropropoxy)-N-[3-chloro-4-(pyridin-2-ylmethoxy)phenyl]-1H-pyrazolo[3,4-d]pyrimidin-4-amine and morpholine to give the title compound in 30% yield; NMR Spectrum: 1.95-2.01 (m, 2H), 2.36 (br s, 4H), 2.44 (t, 2H), 3.55 (br s, 4H), 4.35 (t, 2H), 5.29 (s, 2H), 7.24 (d, 1H), 7.36-7.38 (m, 1H), 7.54-7.58 (m, 2H), 7.87-7.89 (m, 2H), 8.27 (s, 1H), 8.44 (s, 1H), 8.59 (d, 1H); Mass Spectrum: 496 (MH+). Starting materials: CC1=CCC(C1(C)C)CC=O (campholenic aldehyde), [H][H] (Hydrogen). The reagents and catalysts are catalyst, [Pd] (Pd). Run at temperature 80 celsius, time 5 hour. Product: CC1(C(CCC1C)CC=O)C (2,2,3-Trimethyl-cyclopent-1-yl-acetaldehyde). The yield is 90.7%. RXN SMILES: [CH3:1][C:2]1[C:6]([CH3:8])([CH3:7])[CH:5]([CH2:9][CH:10]=[O:11])[CH2:4][CH:3]=1.[H][H]>[Pd]>[CH3:8][C:6]1([CH3:7])[CH:2]([CH3:1])[CH2:3][CH2:4][CH:5]1[CH2:9][CH:10]=[O:11]. Procedure details: A three liter autoclave with a stirrer is charged with 830 g of campholenic aldehyde and 56 g of catalyst Pd(5%)/C. Hydrogen is introduced until the pressure reaches 30 bars. The mixture is heated up to 80° C. with stirring for five hours. The calculated amount of hydrogen is now absorbed. The catalyst is separated by filtration and washed with ethanol. The solvent is removed by vacuum evaporation and 815 g of crude saturated aldehyde are obtained (purity: 95%, GC). The vacuum distillation of th... The reactants are OCCOCN1C(=O)NC(=O)C(=C1)F (1-(2-hydroxyethoxy)methyl-5-fluorouracil), C(C)(=O)OC(C)=O (acetic anhydride), ice water. Solvent: N1=CC=CC=C1 (pyridine). Run at time 3 hour. The product is C(C)(=O)OCCOCN1C(=O)NC(=O)C(=C1)F (1-(2-acetoxyethoxy)methyl-5-fluorouracil). Reaction SMILES: [OH:1][CH2:2][CH2:3][O:4][CH2:5][N:6]1[CH:13]=[C:12]([F:14])[C:10](=[O:11])[NH:9][C:7]1=[O:8].[C:15](OC(=O)C)(=[O:17])[CH3:16]>N1C=CC=CC=1>[C:15]([O:1][CH2:2][CH2:3][O:4][CH2:5][N:6]1[CH:13]=[C:12]([F:14])[C:10](=[O:11])[NH:9][C:7]1=[O:8])(=[O:17])[CH3:16]. Procedure details: 1-(2-Hydroxyethoxy)methyl-5-fluorouracil (1 g) prepared in Example 1 was dissolved in a mixture of acetic anhydride (5 ml) and pyridine (5 ml) and the solution was stirred at room temperature for 3 hours. The reaction mixture was poured into ice-water and the resulting oil was extracted with chloroform (30 ml). The extract was washed with hydrochloric acid, aqueous sodium bicarbonate and then water, dried over magnesium sulfate and the solvent was evaporated off under reduced pressure. The resid... Reactants: [OH-].[Na+] (sodium hydroxide), C([C@@H](O)C)(=O)O (L-lactic acid), C1=CC(=C[N+](=C1)[C@H]2[C@@H]([C@@H]([C@H](O2)COP(=O)([O-])OP(=O)(O)OC[C@@H]3[C@H]([C@H]([C@@H](O3)N4C=NC5=C4N=CN=C5N)O)O)O)O)C(=O)N (NAD), C([C@@H](O)C)(=O)O (L-lactic acid), C([C@H](O)C)(=O)O (D-lactic acid), C(C(O)C)(=O)O (lactic acid), C([C@@H](O)C)(=O)O (L-lactic acid), [OH-].[Na+] (sodium hydroxide), C(C(=O)C)(=O)O (pyruvic acid), C1=CC(=C[N+](=C1)[C@H]2[C@@H]([C@@H]([C@H](O2)COP(=O)([O-])OP(=O)(O)OC[C@@H]3[C@H]([C@H]([C@@H](O3)N4C=NC5=C4N=CN=C5N)O)O)O)O)C(=O)N (NAD), C([C@@H](O)C)(=O)O (L-lactic acid), C1=CC(=C[N+](=C1)[C@H]2[C@@H]([C@@H]([C@H](O2)COP(=O)([O-])OP(=O)(O)OC[C@@H]3[C@H]([C@H]([C@@H](O3)N4C=NC5=C4N=CN=C5N)O)O)O)O)C(=O)N (NAD), C(C(O)C)(=O)O (lactic acid), C1=CC(=C[N+](=C1)[C@H]2[C@@H]([C@@H]([C@H](O2)COP(=O)([O-])OP(=O)(O)OC[C@@H]3[C@H]([C@H]([C@@H](O3)N4C=NC5=C4N=CN=C5N)O)O)O)O)C(=O)N (nicotinamide adenine dinucleotide), C([C@H](O)C)(=O)O (D-lactic acid), C=1N=C(C2=C(N1)N(C=N2)[C@H]3[C@@H]([C@@H]([C@H](O3)COP(=O)(O)OP(=O)(O)OC[C@@H]4[C@H]([C@H]([C@@H](O4)N5C=CCC(=C5)C(=O)N)O)O)O)O)N (NADH), C([C@H](O)C)(=O)O (D-lactic acid), C([C@@H](O)C)(=O)O (L-lactic acid), C=1N=C(C2=C(N1)N(C=N2)[C@H]3[C@@H]([C@@H]([C@H](O3)COP(=O)(O)OP(=O)(O)OC[C@@H]4[C@H]([C@H]([C@@H](O4)N5C=CCC(=C5)C(=O)N)O)O)O)O)N (NADH). Yields the product C([C@@H](O)C)(=O)O.C([C@H](O)C)(=O)O (L-lactic Acid D-lactic Acid). RXN SMILES: [OH-].[Na+].[C:3]([OH:8])(=[O:7])[C@H:4]([CH3:6])[OH:5].C1C=[N+]([C@@H]2O[C@H](COP(OP(OC[C@H]3O[C@@H](N4C5N=CN=C(N)C=5N=C4)[C@H](O)[C@@H]3O)(O)=O)([O-])=O)[C@@H](O)[C@H]2O)C=C(C(N)=O)C=1.C1N=C(N)C2N=CN([C@@H]3O[C@H](COP(OP(OC[C@H]4O[C@@H](N5C=C(C(N)=O)CC=C5)[C@H](O)[C@@H]4O)(O)=O)(O)=O)[C@@H](O)[C@H]3O)C=2N=1.[C:97]([OH:102])(=[O:101])[CH:98]([CH3:100])[OH:99].C(O)(=O)C(C)=O.C(O)(=O)[C@@H](C)O>>[C:3]([OH:8])(=[O:7])[C@H:4]([CH3:6])[OH:5].[C:97]([OH:102])(=[O:101])[C@@H:98]([CH3:100])[OH:99] |f:0.1,8.9|. Procedure details: The polymer was hydrolyzed by maintaining in a 5 N aqueous sodium hydroxide solution at 60° C. for 10 hours. L-lactic acid in the resulting solution was subjected to the action of L-lactic acid hydrogenase and nicotinamide adenine dinucleotide (hereinafter simply referred to as NAD). NADH which is a reduced form of NAD generated with oxidation of lactic acid to pyruvic acid. The amount of L-lactic acid was determined by an absorbance analysis of NADH. The amount of D-lactic acid was similarly de...